This data is from the Open Reaction Database (ORD), a public repository of structured organic reaction records. The task is: describe an organic reaction: reactants, conditions, products, and yield The reactants are CCCN(CCC)C1Cc2c(C#N)ccc3c2C(C1)CN3C(=O)c1ccccc1, [Li]CCCC, C1CCOC1, CCOCC, CC(=O)O, Cl. Yields the product CCCN(CCC)C1Cc2c(C#N)ccc3c2C(CN3)C1. As a reaction SMILES: [C:1](=[O:2])([c:3]1[cH:4][cH:5][cH:6][cH:7][cH:8]1)[N:9]1[CH2:10][CH:11]2[c:12]3[c:13]([c:14]([C:18]#[N:19])[cH:15][cH:16][c:17]31)[CH2:20][CH:21]([N:23]([CH2:24][CH2:25][CH3:26])[CH2:27][CH2:28][CH3:29])[CH2:22]2.[CH2:30]([Li:31])[CH2:32][CH2:33][CH3:34].[CH2:40]1[O:41][CH2:42][CH2:43][CH2:44]1.[CH2:45]([O:46][CH2:47][CH3:48])[CH3:49].[CH3:35][C:36](=[O:37])[OH:38].[ClH:39]>>[NH:9]1[CH2:10][CH:11]2[c:12]3[c:13]([c:14]([C:18]#[N:19])[cH:15][cH:16][c:17]31)[CH2:20][CH:21]([N:23]([CH2:24][CH2:25][CH3:26])[CH2:27][CH2:28][CH3:29])[CH2:22]2. Reactants: OC1=C(C=CC=C1)C(=O)C(=O)C1=CC=CC=C1 (hydroxy benzil). Solvent: N1=CC=CC=C1 (pyridine). Run at temperature 60 celsius. The product is C1(=CC=CC=C1)C(=O)C(=O)C1=CC=CC=C1 (benzil). As a reaction SMILES: O[C:2]1[CH:7]=[CH:6][CH:5]=[CH:4][C:3]=1[C:8]([C:10]([C:12]1[CH:17]=[CH:16][CH:15]=[CH:14][CH:13]=1)=[O:11])=[O:9]>N1C=CC=CC=1>[C:12]1([C:10]([C:8]([C:3]2[CH:4]=[CH:5][CH:6]=[CH:7][CH:2]=2)=[O:9])=[O:11])[CH:13]=[CH:14][CH:15]=[CH:16][CH:17]=1. Procedure details: 10 gm of commercially available monofunctional hydroxyl terminated polypropylene oxide having Mn of 5000 was dissolved in 25 ml of 20% phosgene in toluene. The mixture was heated to 60° C. for 2 hours and then the phosgene and toluene were removed by a stream of nitrogen. The resulting chloroformate end-capped oligomer was dissolved in 50 ml of methylene chloride. To this mixture was added 0.43 g (0.0019 mole) of hydroxy benzil and 5 g of pyridine at 0° C. to form a benzil end cap polypropylene ... Reactants: C(=O)([O-])[O-].[Na+].[Na+] (Na2CO3), ClC1=NC=CN=C1 (chloropyrazine), C(=O)C1=C(C=CC=C1)B(O)O (2-formylbenzene boronic acid). Reagents/catalysts: C=1C=CC(=CC1)[P](C=2C=CC=CC2)(C=3C=CC=CC3)[Pd]([P](C=4C=CC=CC4)(C=5C=CC=CC5)C=6C=CC=CC6)([P](C=7C=CC=CC7)(C=8C=CC=CC8)C=9C=CC=CC9)[P](C=1C=CC=CC1)(C=1C=CC=CC1)C=1C=CC=CC1 (Pd(PPh3)4). The solvent is O (H2O), COCCOC (DME). The product is N1=C(C=NC=C1)C1=C(C=O)C=CC=C1 (2-Pyrazin-2-ylbenzaldehyde). RXN SMILES: Cl[C:2]1[CH:7]=[N:6][CH:5]=[CH:4][N:3]=1.C([O-])([O-])=O.[Na+].[Na+].[CH:14]([C:16]1[CH:21]=[CH:20][CH:19]=[CH:18][C:17]=1B(O)O)=[O:15]>COCCOC.O.C1C=CC([P]([Pd]([P](C2C=CC=CC=2)(C2C=CC=CC=2)C2C=CC=CC=2)([P](C2C=CC=CC=2)(C2C=CC=CC=2)C2C=CC=CC=2)[P](C2C=CC=CC=2)(C2C=CC=CC=2)C2C=CC=CC=2)(C2C=CC=CC=2)C2C=CC=CC=2)=CC=1>[N:3]1[CH:4]=[CH:5][N:6]=[CH:7][C:2]=1[C:17]1[CH:18]=[CH:19][CH:20]=[CH:21][C:16]=1[CH:14]=[O:15] |f:1.2.3,^1:35,37,56,75|. Procedure: A solution of Pd(PPh3)4 (330 mg, 0.28 mmol) and chloropyrazine (987 μL, 11.0 mmol) in anhydrous DME (60 mL) was stirred for 20 min at room temperature under N2 atmosphere. The resulting red-orange mixture was treated with a solution of Na2CO3 (1.05 mg, 3.30 mmol) in H2O (15 ml), followed by 2-formylbenzene boronic acid (1.50 mg, 9.90 mmol), resulting in a white precipitate. The mixture was heated to reflux for 1.5 h. The DME was then removed in vacuo and the residual suspension was extracted twi... Reactants: N1CC(CCCC1)NC=1C2=C(N=CN1)N(C=C2)S(=O)(=O)C2=CC=C(C)C=C2 (N-(azepan-3-yl)-7-tosyl-7H-pyrrolo[2,3-d]pyrimidin-4-amine), CCN=C=NCCCN(C)C (EDCI), C=1C=CC2=C(C1)N=NN2O (HOBt), ClC=1C=C(C=C(C1)Cl)NCC(=O)O (2-(3,5-dichlorophenylamino)acetic acid), CCN(C(C)C)C(C)C (DIEA). Solvent: CCOC(=O)C (EtOAc), CN(C)C=O (DMF). Reaction conditions: time 8 hour. The product is ClC=1C=C(C=C(C1)Cl)NCC(=O)N1CC(CCCC1)NC=1C2=C(N=CN1)N(C=C2)S(=O)(=O)C2=CC=C(C)C=C2 (2-(3,5-dichlorophenylamino)-1-(3-(7-tosyl-7H-pyrrolo[2,3-d]pyrimidin-4-ylamino)azepan-1-yl)ethanone). The yield is 85.1%. RXN SMILES: [NH:1]1[CH2:7][CH2:6][CH2:5][CH2:4][CH:3]([NH:8][C:9]2[C:10]3[CH:17]=[CH:16][N:15]([S:18]([C:21]4[CH:27]=[CH:26][C:24]([CH3:25])=[CH:23][CH:22]=4)(=[O:20])=[O:19])[C:11]=3[N:12]=[CH:13][N:14]=2)[CH2:2]1.CCN=C=NCCCN(C)C.C1C=CC2N(O)N=NC=2C=1.[Cl:49][C:50]1[CH:51]=[C:52]([NH:57][CH2:58][C:59](O)=[O:60])[CH:53]=[C:54]([Cl:56])[CH:55]=1.CCN(C(C)C)C(C)C>CN(C=O)C.CCOC(C)=O>[Cl:49][C:50]1[CH:51]=[C:52]([NH:57][CH2:58][C:59]([N:1]2[CH2:7][CH2:6][CH2:5][CH2:4][CH:3]([NH:8][C:9]3[C:10]4[CH:17]=[CH:16][N:15]([S:18]([C:21]5[CH:22]=[CH:23][C:24]([CH3:25])=[CH:26][CH:27]=5)(=[O:19])=[O:20])[C:11]=4[N:12]=[CH:13][N:14]=3)[CH2:2]2)=[O:60])[CH:53]=[C:54]([Cl:56])[CH:55]=1. Procedure details: To a solution of N-(azepan-3-yl)-7-tosyl-7H-pyrrolo[2,3-d]pyrimidin-4-amine (0.6 g, 1.6 mmol), in DMF (10 mL) was added EDCI (335 mg, 1.9 mmol), HOBt (250 mg, 1.9 mmol), 2-(3,5-dichlorophenylamino)acetic acid (342 mg, 1.6 mmol) and DIEA (301 mg, 2.3 mmol) at 0° C. The reaction mixture was stirred at rt overnight, diluted with EtOAc (100 mL) and washed with water (50 mL). The organic layer was dried over Na2SO4 and evaporated in vacuo to give the crude compound that purified by column chromatogra... The reactants are CN1C(=NC=C1C=C)[N+](=O)[O-] (1-methyl-2-nitro-5-vinylimidazole), COCCOC (1,2-dimethoxyethane), NaIO4. The reagents and catalysts are O=[Os](=O)(=O)=O (OsO4). Solvent: O (water). Run at time 8 hour. Yields the product CN1C(=NC=C1C=O)[N+](=O)[O-] (1-Methyl-2-nitro-5-imidazolaldehyde). Isolated yield 63.0%. Reaction SMILES: [CH3:1][N:2]1[C:6]([CH:7]=C)=[CH:5][N:4]=[C:3]1[N+:9]([O-:11])=[O:10].C[O:13]CCOC>O=[Os](=O)(=O)=O.O>[CH3:1][N:2]1[C:6]([CH:7]=[O:13])=[CH:5][N:4]=[C:3]1[N+:9]([O-:11])=[O:10]. Reported procedure: To a solution of 0.67 g. of 1-methyl-2-nitro-5-vinylimidazole in 20 ml. of 1,2-dimethoxyethane, a solution of 2 g. of NaIO4 in 5 ml. of water, followed by 0.025 g. of OsO4 is added with stirring at room temperature. After stirring for four hours, the mixture is allowed to stand overnight. The residue which is obtained by evaporation of the reaction medium to dryness under vacuum is extracted with ethyl acetate. The resulting solution after filtering is concentrated, yielding 0.43 g. of a product... The reactants are C1CCOC1, Cc1ccc(C(N)(C(=O)O)c2ccccc2)cc1, C(=NC1CCCCC1)=NC1CCCCC1, OC1CN2CCC1CC2, On1nnc2ccccc21. The product is Cc1ccc(C(N)(C(=O)OC2CN3CCC2CC3)c2ccccc2)cc1. Reaction SMILES: [CH2:53]1[O:54][CH2:55][CH2:56][CH2:57]1.[CH3:1][c:2]1[cH:3][cH:4][c:5]([C:8]([C:9](=[O:10])[OH:11])([c:12]2[cH:13][cH:14][cH:15][cH:16][cH:17]2)[NH2:18])[cH:6][cH:7]1.[CH:19]1([N:20]=[C:21]=[N:22][CH:23]2[CH2:24][CH2:25][CH2:26][CH2:27][CH2:28]2)[CH2:29][CH2:30][CH2:31][CH2:32][CH2:33]1.[N:44]12[CH2:45][CH:46]([OH:52])[CH:47]([CH2:48][CH2:49]1)[CH2:50][CH2:51]2.[OH:34][n:35]1[c:36]2[c:37]([cH:38][cH:39][cH:40][cH:41]2)[n:42][n:43]1>>[CH3:1][c:2]1[cH:3][cH:4][c:5]([C:8]([C:9]([O:10][CH:46]2[CH2:45][N:44]3[CH2:49][CH2:48][CH:47]2[CH2:50][CH2:51]3)=[O:11])([c:12]2[cH:13][cH:14][cH:15][cH:16][cH:17]2)[NH2:18])[cH:6][cH:7]1. Reactants: C1CCNCC1, CC(C)O, O=C1Cc2c(I)cccc2N1, O=Cc1ccc[nH]1. Product: O=C1Nc2cccc(I)c2C1=Cc1ccc[nH]1. RXN SMILES: [CH2:19]1[CH2:20][CH2:21][NH:22][CH2:23][CH2:24]1.[CH3:25][CH:26]([OH:27])[CH3:28].[I:1][c:2]1[c:3]2[c:7]([cH:8][cH:9][cH:10]1)[NH:6][C:5](=[O:11])[CH2:4]2.[nH:12]1[c:13]([CH:17]=[O:18])[cH:14][cH:15][cH:16]1>>[I:1][c:2]1[c:3]2[c:7]([cH:8][cH:9][cH:10]1)[NH:6][C:5](=[O:11])[C:4]2=[CH:17][c:13]1[nH:12][cH:16][cH:15][cH:14]1.